From a dataset of the Open Reaction Database (ORD), a public repository of structured organic reaction records. describe an organic reaction: reactants, conditions, products, and yield Reaction SMILES: [CH2:21]([CH3:22])[O:23][C:24]([CH2:25][CH:26]([c:27]1[cH:28][n:29][c:30]2[cH:31][cH:32][cH:33][cH:34][c:35]2[cH:36]1)[NH2:37])=[O:38].[CH2:49]([Cl:50])[CH2:51][Cl:52].[CH3:58][CH2:59][O:60][C:61]([CH3:62])=[O:63].[ClH:19].[ClH:1].[ClH:20].[O:53]=[CH:54][N:55]([CH3:56])[CH3:57].[OH:39][n:40]1[c:41]2[c:42]([cH:43][cH:44][cH:45][cH:46]2)[n:47][n:48]1.[n:2]1[c:3]([CH2:12][CH2:13][CH2:14][CH2:15][C:16](=[O:17])[OH:18])[cH:4][cH:5][c:6]2[c:11]1[NH:10][CH2:9][CH2:8][CH2:7]2>>[n:2]1[c:3]([CH2:12][CH2:13][CH2:14][CH2:15][C:16](=[O:18])[NH:37][CH:26]([CH2:25][C:24]([O:23][CH2:21][CH3:22])=[O:38])[c:27]2[cH:28][n:29][c:30]3[cH:31][cH:32][cH:33][cH:34][c:35]3[cH:36]2)[cH:4][cH:5][c:6]2[c:11]1[NH:10][CH2:9][CH2:8][CH2:7]2. Yields the product CCOC(=O)CC(NC(=O)CCCCc1ccc2c(n1)NCCC2)c1cnc2ccccc2c1. The reactants are CCOC(=O)CC(N)c1cnc2ccccc2c1, ClCCCl, CCOC(C)=O, Cl, Cl, Cl, CN(C)C=O, On1nnc2ccccc21, O=C(O)CCCCc1ccc2c(n1)NCCC2. The reactants are BrC=1C=C(C(=C(C1)/C=C/C1=C(C=C(C=C1)NS(=O)(=O)C)COC)OC)C(C)(C)C (N-{4-[(E)-2-(5-bromo-3-tert-butyl-2-methoxy-phenyl)-vinyl]-3-methoxymethyl-phenyl}-methanesulfonamide), CC1=CC=C(C(=N1)OC)B(O)O (6-methyl-2-methoxy-3-pyridine boronic acid). The product is C(C)(C)(C)C=1C(=C(C=C(C1)C=1C(=NC(=CC1)C)OC)/C=C/C1=C(C=C(C=C1)NS(=O)(=O)C)COC)OC (N-(4-{(E)-2-[3-tert-butyl-2-methoxy-5-(2-methoxy-6-methyl-pyridin-3-yl)-phenyl]-vinyl}-3-methoxymethyl-phenyl)-methanesulfonamide). RXN SMILES: Br[C:2]1[CH:3]=[C:4]([C:26]([CH3:29])([CH3:28])[CH3:27])[C:5]([O:24][CH3:25])=[C:6](/[CH:8]=[CH:9]/[C:10]2[CH:15]=[CH:14][C:13]([NH:16][S:17]([CH3:20])(=[O:19])=[O:18])=[CH:12][C:11]=2[CH2:21][O:22][CH3:23])[CH:7]=1.[CH3:30][C:31]1[N:36]=[C:35]([O:37][CH3:38])[C:34](B(O)O)=[CH:33][CH:32]=1>>[C:26]([C:4]1[C:5]([O:24][CH3:25])=[C:6](/[CH:8]=[CH:9]/[C:10]2[CH:15]=[CH:14][C:13]([NH:16][S:17]([CH3:20])(=[O:19])=[O:18])=[CH:12][C:11]=2[CH2:21][O:22][CH3:23])[CH:7]=[C:2]([C:34]2[C:35]([O:37][CH3:38])=[N:36][C:31]([CH3:30])=[CH:32][CH:33]=2)[CH:3]=1)([CH3:29])([CH3:27])[CH3:28]. Reported procedure: step 1—Cross coupling of 315 and 6-methyl-2-methoxy-3-pyridine boronic acid (316, CASRN 1000802-754) was carried out in accord with the procedure in step 4 of example 38 except 107 was replaced with 316 which afforded N-(4-{(E)-2-[3-tert-butyl-2-methoxy-5-(2-methoxy-6-methyl-pyridin-3-yl)-phenyl]-vinyl}-3-methoxymethyl-phenyl)-methanesulfonamide (318). The reactants are C1(CC1)CCCNC(=O)C=1N=NC(=CC1)Cl (6-chloropyridazine-3-carboxylic acid (3-cyclopropylpropyl)amide), N1CCC(CC1)NC1=C(C=CC=C1)C(F)(F)F (piperidin-4-yl-(2-trifluoromethylphenyl)amine). The product is Cl.C1(CC1)CCCNC(=O)C=1N=NC(=CC1)N1CCC(CC1)NC1=C(C=CC=C1)C(F)(F)F (6-[4-(2-TRIFLUOROMETHYLPHENYLAMINO)PIPERIDIN-1-YL]PYRIDAZINE-3-CARBOXYLIC ACID (3-CYCLOPROPYLPROPYL)AMIDE HYDROCHLORIDE). Isolated yield 38.0%. RXN SMILES: [CH:1]1([CH2:4][CH2:5][CH2:6][NH:7][C:8]([C:10]2[N:11]=[N:12][C:13]([Cl:16])=[CH:14][CH:15]=2)=[O:9])[CH2:3][CH2:2]1.[NH:17]1[CH2:22][CH2:21][CH:20]([NH:23][C:24]2[CH:29]=[CH:28][CH:27]=[CH:26][C:25]=2[C:30]([F:33])([F:32])[F:31])[CH2:19][CH2:18]1>>[ClH:16].[CH:1]1([CH2:4][CH2:5][CH2:6][NH:7][C:8]([C:10]2[N:11]=[N:12][C:13]([N:17]3[CH2:18][CH2:19][CH:20]([NH:23][C:24]4[CH:29]=[CH:28][CH:27]=[CH:26][C:25]=4[C:30]([F:31])([F:32])[F:33])[CH2:21][CH2:22]3)=[CH:14][CH:15]=2)=[O:9])[CH2:3][CH2:2]1 |f:2.3|. Procedure: Following the procedure as described in Example 1, making variations only as required to use 6-chloropyridazine-3-carboxylic acid (3-cyclopropylpropyl)amide in place of 6-chloropyridazine-3-carboxylic acid (2-cyclopropylethyl)amide to react with piperidin-4-yl-(2-trifluoromethylphenyl)amine, the title compound was obtained as a white powder in 38% yield. m.p. 117-121° C. 1H NMR (300 MHz, DMSO-d6) δ 8.73 (br., s, 1H), 7.90 (d, J=9.3 Hz, 1H), 7.62 (d, J=9.6 Hz, 1H), 7.46-7.37 (m, 2H), 6.99 (d, J=8... The reactants are NC1=CC(CCC1)=O (1-amino-cyclohexen-3-one), C(C=C)(=O)O (acrylic acid). Reaction conditions: temperature 180 celsius. Yields the product N1C(CCC=2C(CCCC12)=O)=O (3,4,7,8-Tetrahydro-2,5(1H,6H)-quinolinedione). Reaction SMILES: [NH2:1][C:2]1[CH2:7][CH2:6][CH2:5][C:4](=[O:8])[CH:3]=1.[C:9](O)(=[O:12])[CH:10]=[CH2:11]>>[NH:1]1[C:2]2[CH2:7][CH2:6][CH2:5][C:4](=[O:8])[C:3]=2[CH2:11][CH2:10][C:9]1=[O:12]. Procedure details: 5.00 g (0.675 mol) of 1-amino-cyclohexen-3-one and 65.65 g (1.35×0.675 mol) of acrylic acid are stirred for 3 hours under nitrogen in an oil bath heated to 180° C. The mixture is cooled and recrystallised from 1000 ml of methanol. Reactants: NCCNCCNCCN.C1CO1 (triethylenetetramine ethylene oxide), C(C(=C)C)(=O)OCC1CO1 (glycidyl methacrylate). Reaction conditions: temperature 90 celsius, time 2 hour. Product: NCCNCCNCCN.C1CO1 (triethylenetetramine ethylene oxide), NCCNCCNCCN (triethylenetetramine). Reaction SMILES: [NH2:1][CH2:2][CH2:3][NH:4][CH2:5][CH2:6][NH:7][CH2:8][CH2:9][NH2:10].[CH2:11]1[O:13][CH2:12]1.C(OCC1OC1)(=O)C(C)=C>>[NH2:1][CH2:2][CH2:3][NH:4][CH2:5][CH2:6][NH:7][CH2:8][CH2:9][NH2:10].[CH2:12]1[O:13][CH2:11]1.[NH2:1][CH2:2][CH2:3][NH:4][CH2:5][CH2:6][NH:7][CH2:8][CH2:9][NH2:10] |f:0.1,3.4|. Procedure: A glass-made reaction apparatus equipped with a thermometer, stirrer, dropping device, nitrogen/air inlet tube and reflux condenser was charged with 400 parts of a triethylenetetramine-ethylene oxide adduct (compound obtained by addition of 10 moles, on average, of ethylene oxide to —NH groups of triethylenetetramine), and the temperature was raised to 90° C. in an air atmosphere. While the reaction system was maintained at 90° C., 30.6 parts of glycidyl methacrylate was added over 1 hour. After...